This data is from the Open Reaction Database (ORD), a public repository of structured organic reaction records. The task is: describe an organic reaction: reactants, conditions, products, and yield Starting materials: O (water), ClC=1C=C(C=C(C1)Cl)SC1=C(C(=NN1)C)C(=O)C1=CC=CC=C1 ([5-(3,5-dichlorophenylthio)-3-methyl-1H-pyrazol-4-yl]-phenyl-methanone), IC(C)C (2-iodopropane), [H-].[Na+] (sodium hydride). Solvent: CN(C=O)C (N,N-dimethylformamide). Reaction conditions: time 2 minute. The product is ClC=1C=C(C=C(C1)Cl)SC1=C(C(=NN1C(C)C)C)C(=O)C1=CC=CC=C1 ([5-(3,5-dichlorophenylthio)-1-isopropyl-3-methyl-1H-pyrazol-4-yl]-phenyl-methanone). Reaction SMILES: [Cl:1][C:2]1[CH:3]=[C:4]([S:9][C:10]2[NH:14][N:13]=[C:12]([CH3:15])[C:11]=2[C:16]([C:18]2[CH:23]=[CH:22][CH:21]=[CH:20][CH:19]=2)=[O:17])[CH:5]=[C:6]([Cl:8])[CH:7]=1.[H-].[Na+].I[CH:27]([CH3:29])[CH3:28].O>CN(C)C=O>[Cl:8][C:6]1[CH:5]=[C:4]([S:9][C:10]2[N:14]([CH:27]([CH3:29])[CH3:28])[N:13]=[C:12]([CH3:15])[C:11]=2[C:16]([C:18]2[CH:23]=[CH:22][CH:21]=[CH:20][CH:19]=2)=[O:17])[CH:3]=[C:2]([Cl:1])[CH:7]=1 |f:1.2|. Procedure: A solution containing 75 mg of [5-(3,5-dichlorophenylthio)-3-methyl-1H-pyrazol-4-yl]-phenyl-methanone in 2 ml of dry N,N-dimethylformamide (DMF) at rt under nitrogen was treated with 12 mg of sodium hydride. The mixture was then stirred for 2 min. To the mixture was added 25 μl of 2-iodopropane. The mixture was then stirred for 20 min. To the mixture was added 2 ml of water and then the mixture was extracted with ethyl acetate three times. Combined extracts were washed with brine then dried over...